From a dataset of the Open Reaction Database (ORD), a public repository of structured organic reaction records. describe an organic reaction: reactants, conditions, products, and yield The reactants are ClC=1C(=C(C(=CC1)C)C)Cl (dichloro-o-xylene), C([O-])([O-])=O.[K+].[K+] (potassium carbonate), OCS(=O)[O-].[Na+] (Sodium hydroxymethanesulfinate), C(C)(=O)OCC.CCCCCC (ethyl acetate hexane). The reagents and catalysts are [I-].[Na+] (sodium iodide). The solvent is CS(=O)C (DMSO), CS(=O)C (DMSO), CO.C(C)(=O)OCC (methanol ethyl acetate). Reaction conditions: time 1 hour. The product is C1OS(CC2=C1C=CC=C2)=O (1,4-dihydro-2,3-benzoxathiin-3-oxide). The yield is 127.0%. As a reaction SMILES: O[CH2:2][S:3]([O-:5])=[O:4].[Na+].Cl[C:8]1[C:9](Cl)=[C:10]([CH3:15])[C:11](C)=[CH:12][CH:13]=1.C(=O)([O-])[O-].[K+].[K+].C(OCC)(=O)C.CCCCCC>CS(C)=O.CO.C(OCC)(=O)C.[I-].[Na+]>[CH2:15]1[C:10]2[CH:11]=[CH:12][CH:13]=[CH:8][C:9]=2[CH2:2][S:3](=[O:4])[O:5]1 |f:0.1,3.4.5,6.7,9.10,11.12|. Procedure details: Sodium hydroxymethanesulfinate (Rongalite™) (180 g; 1.17 mol) was suspended in DMSO (400 mL) and left to stir for 10 min. before dichloro-o-xylene (102.5 g; 0.59 mol), potassium carbonate (121.4 g; 0.88 mol) and sodium iodide (1.1 g; 7 mmol) were added consecutively. More DMSO (112 mL) was used to rinse residual materials into the reaction mixture before the whole was allowed to stir at room temperature. The initial endothermic reaction became mildly exothermic after around 1 h causing the inter... Reactants: COC1=CC(=C(C(=O)C2=C(N=NN2)C(=O)OCC)C=C1OC)[N+](=O)[O-] (ethyl 5-(4,5-dimethoxy-2-nitrobenzoyl)-1H-1,2,3-triazole-4-carboxylate), C1(=CC=C(C=C1)S(=O)(=O)O)C (p-toluenesulfonic acid), C(C)OCOCC (Diethoxymethane). Solvent: C(Cl)Cl (methylene chloride). Run at temperature 80 celsius, time 2 hour. Product: C(C)OCN1N=C(C(=N1)C(=O)OCC)C(C1=C(C=C(C(=C1)OC)OC)[N+](=O)[O-])=O (ethyl 2-(ethoxymethyl)-5-(4,5-dimethoxy-2-nitrobenzoyl)-2H-1,2,3-triazole-4-carboxylate). Isolated yield 99.0%. As a reaction SMILES: [CH3:1][O:2][C:3]1[C:20]([O:21][CH3:22])=[CH:19][C:6]([C:7]([C:9]2[NH:13][N:12]=[N:11][C:10]=2[C:14]([O:16][CH2:17][CH3:18])=[O:15])=[O:8])=[C:5]([N+:23]([O-:25])=[O:24])[CH:4]=1.C1(C)C=CC(S(O)(=O)=O)=CC=1.[CH2:37]([O:39][CH2:40]OCC)[CH3:38]>C(Cl)Cl>[CH2:37]([O:39][CH2:40][N:12]1[N:11]=[C:10]([C:14]([O:16][CH2:17][CH3:18])=[O:15])[C:9]([C:7](=[O:8])[C:6]2[CH:19]=[C:20]([O:21][CH3:22])[C:3]([O:2][CH3:1])=[CH:4][C:5]=2[N+:23]([O-:25])=[O:24])=[N:13]1)[CH3:38]. Procedure: Ethyl 5-(4,5-dimethoxy-2-nitrobenzoyl)-1H-1,2,3-triazole-4-carboxylate (Synthesis Example 2) (210 mg) and p-toluenesulfonic acid mohohydrate (62 mg) were suspended in methylene chloride (5 ml) under an argon atmosphere. Diethoxymethane (0.5 ml) was added to the suspension. The mixture was stirred at 80° C. for 2 hr. The mixture was post-treated by a conventional method and subjected to separation and purification to give ethyl 2-(ethoxymethyl)-5-(4,5-dimethoxy-2-nitrobenzoyl)-2H-1,2,3-triazole-4... The reactants are CNC1=C(C=CC(=C1)OC1=C(C(=C(C(=C1F)F)F)F)F)[N+](=O)[O-] (N-methyl-N-[2-nitro-5-(pentafluorophenoxy)phenyl]amine). Reagents/catalysts: [Pd] (palladium on carbon). The solvent is CO (methanol). Conditions: time 4 hour. Yields the product NC1=C(C=C(C=C1)OC1=C(C(=C(C(=C1F)F)F)F)F)NC (N-[2-amino-5-(pentafluorophenoxy)phenyl]-N-methylamine). Yield: 77.4%. RXN SMILES: [CH3:1][NH:2][C:3]1[CH:8]=[C:7]([O:9][C:10]2[C:15]([F:16])=[C:14]([F:17])[C:13]([F:18])=[C:12]([F:19])[C:11]=2[F:20])[CH:6]=[CH:5][C:4]=1[N+:21]([O-])=O>[Pd].CO>[NH2:21][C:4]1[CH:5]=[CH:6][C:7]([O:9][C:10]2[C:15]([F:16])=[C:14]([F:17])[C:13]([F:18])=[C:12]([F:19])[C:11]=2[F:20])=[CH:8][C:3]=1[NH:2][CH3:1]. Procedure: A mixture of N-methyl-N-[2-nitro-5-(pentafluorophenoxy)phenyl]amine (2.10 g), palladium on carbon (10%, 0.23 g) and methanol (300 ml) was stirred under a hydrogen atmosphere at ambient temperature for 4 hours. The catalyst was removed by filtration and the filtrate was concentrated. The residue was purified by chromatography on a silica gel column using n-hexane/ethyl acetate=3/1 as the eluant to give N-[2-amino-5-(pentafluorophenoxy)phenyl]-N-methylamine (1.48 g), of which Rf was 0.26 in thin l... Starting materials: C(=C)C[SiH](OC)OC (vinylmethyldimethoxysilane), COC(OC)[SiH3] (dimethoxymethylsilane). The reagents and catalysts are [H+].[H+].Cl[Pt-2](Cl)(Cl)(Cl)(Cl)Cl (chloroplatinic acid). The solvent is C(CCC)O (Butanol). Product: COC(OC)[SiH2]CC[SiH2]C(OC)OC (1,2-bis(dimethoxymethylsilyl)ethane). RXN SMILES: [CH:1]([CH2:3][SiH:4](OC)OC)=C.[CH3:9][O:10][CH:11]([SiH3:14])[O:12][CH3:13]>[H+].[H+].Cl[Pt-2](Cl)(Cl)(Cl)(Cl)Cl.C(O)CCC>[CH3:9][O:10][CH:11]([SiH2:14][CH2:1][CH2:3][SiH2:4][CH:11]([O:12][CH3:13])[O:10][CH3:9])[O:12][CH3:13] |f:2.3.4|. Reported procedure: Butanol solution of chloroplatinic acid was added to 198 g of vinylmethyldimethoxysilane, and to this mixture, 159 g of dimethoxymethylsilane was gradually added dropwise. Due to the exothermic nature of the reaction, the speed of the dropwise addition was adjusted so that temperature of the reaction mixture was up to 80° C. After the completion of the dropwise addition, the mixture was distilled at reduced pressure under clean conditions as in the case of Synthetic Example 1 to obtain 1,2-bis(d... Starting materials: COC1=CC(=C(C(=O)C2=C(N=NN2)C(=O)OCC)C=C1OC)[N+](=O)[O-] (ethyl 5-(4,5-dimethoxy-2-nitrobenzoyl)-1H-1,2,3-triazole-4-carboxylate), C(=O)(N1C=NC=C1)N1C=NC=C1 (1,1′-carbonyldiimidazole), C(C)(C)O (Isopropyl alcohol), O.C1(=CC=C(C=C1)S(=O)(=O)O)C (p-toluenesulfonic acid monohydrate), Isobutyl aldehyde. The solvent is C(Cl)Cl (methylene chloride), C(Cl)Cl (methylene chloride). Run at time 25 minute. Yields the product C(C)(C)OC(=O)OC(C(C)C)N1N=C(C(=N1)C(=O)OCC)C(C1=C(C=C(C(=C1)OC)OC)[N+](=O)[O-])=O (ethyl 2-(1-isopropoxycarbonyloxy-2-methylpropyl)-5 (4,5-dimethoxy-2-nitrobenzoyl)-2H-1,2,3-triazole-4-carboxylate). Yield: 367.0%. RXN SMILES: [CH3:1][O:2][C:3]1[C:20]([O:21][CH3:22])=[CH:19][C:6]([C:7]([C:9]2[NH:13][N:12]=[N:11][C:10]=2[C:14]([O:16][CH2:17][CH3:18])=[O:15])=[O:8])=[C:5]([N+:23]([O-:25])=[O:24])[CH:4]=1.[OH2:26].[C:27]1([CH3:37])[CH:32]=CC(S(O)(=O)=O)=C[CH:28]=1.[C:38](N1C=CN=C1)(N1C=CN=C1)=[O:39].[CH:50]([OH:53])([CH3:52])[CH3:51]>C(Cl)Cl>[CH:50]([O:53][C:38]([O:39][CH:32]([N:12]1[N:11]=[C:10]([C:14]([O:16][CH2:17][CH3:18])=[O:15])[C:9]([C:7](=[O:8])[C:6]2[CH:19]=[C:20]([O:21][CH3:22])[C:3]([O:2][CH3:1])=[CH:4][C:5]=2[N+:23]([O-:25])=[O:24])=[N:13]1)[CH:27]([CH3:28])[CH3:37])=[O:26])([CH3:52])[CH3:51] |f:1.2|. Procedure: Ethyl 5-(4,5-dimethoxy-2-nitrobenzoyl)-1H-1,2,3-triazole-4-carboxylate (Synthesis Example 2) (1.07 g) and p-toluenesulfonic acid monohydrate (53 mg) were suspended in methylene chloride (10 ml) under an argon atmosphere. Isobutyl aldehyde (330 mg) was added to the suspension. The mixture was stirred at room temperature for 25 min. 1,1′-carbonyldiimidazole (744 mg) and methylene chloride (5.0 ml) were added thereto, and the mixture was stirred at room temperature for 25 min. Isopropyl alcohol (92...